Dataset: the Open Reaction Database (ORD), a public repository of structured organic reaction records. Task: describe an organic reaction: reactants, conditions, products, and yield Starting materials: C(C)(=O)OC(C)(C)C (Tert-butyl acetate), C(C1=CC=CC=C1)OC1=CC=C(C=C1)CCC(C(C)C)=O (1-(4-Benzyloxy-phenyl)-4-methyl-pentan-3-one), C(C)(=O)O (Acetic acid), C(C)(C)NC(C)C (Diisopropylamine), C(CCC)[Li] (n-Butyllithium). Solvent: C1CCOC1 (THF), C1CCOC1 (THF), C1CCOC1 (THF). Run at temperature -40 celsius, time 20 minute. Product: C(C)(C)(C)OC(CC(C(C)C)(O)CCC1=CC=C(C=C1)OCC1=CC=CC=C1)=O (3-[2-(4-Benzyloxy-phenyl)-ethyl]-3-hydroxy-4-methyl-pentanoic acid tert-butyl ester). RXN SMILES: C(NC(C)C)(C)C.C([Li])CCC.[C:13]([O:16][C:17]([CH3:20])([CH3:19])[CH3:18])(=[O:15])[CH3:14].[CH2:21]([O:28][C:29]1[CH:34]=[CH:33][C:32]([CH2:35][CH2:36][C:37](=[O:41])[CH:38]([CH3:40])[CH3:39])=[CH:31][CH:30]=1)[C:22]1[CH:27]=[CH:26][CH:25]=[CH:24][CH:23]=1.C(O)(=O)C>C1COCC1>[C:17]([O:16][C:13](=[O:15])[CH2:14][C:37]([CH2:36][CH2:35][C:32]1[CH:33]=[CH:34][C:29]([O:28][CH2:21][C:22]2[CH:27]=[CH:26][CH:25]=[CH:24][CH:23]=2)=[CH:30][CH:31]=1)([OH:41])[CH:38]([CH3:39])[CH3:40])([CH3:20])([CH3:19])[CH3:18]. Procedure details: Diisopropylamine (44.8 mL, 320 mmol) in THF (125 mL) was cooled to -15° C. n-Butyllithium (1.6M, 200 mL, 320 mmol) was added over 20 minutes. The solution was cooled to -40° C. and stirred for 20 minutes. Tert-butyl acetate (43 mL, 320 mmol) in THF (90 mL) was added over 30 minutes and the reaction stirred for 30 minutes at -40° C. 1-(4-Benzyloxy-phenyl)-4-methyl-pentan-3-one (21.0 g, 100 mmol) from Example F in THF (125 mL) was added over 10 minutes and the reaction was stirred at -40° C. for 5... Yields the product ClC=1C=C(C=CC1OC(C)C)C=1SC(=CN1)C=1C(=C(C=CC1)CCN1CC(C1)C(=O)O)CC (1-{2-[3-(2-{3-chloro-4-[(1-methylethyl)oxy]phenyl}-1,3-thiazol-5-yl)-2-ethylphenyl]ethyl}-3-azetidinecarboxylic acid). Starting materials: [OH-].[Na+] (NaOH), ClC=1C=C(C=CC1OC(C)C)C=1SC(=CN1)C=1C(=C(C=CC1)CCN1CC(C1)C(=O)OC)CC (methyl 1-{2-[3-(2-{3-chloro-4-[(1-methylethyl)oxy]phenyl}-1,3-thiazol-5-yl)-2-ethylphenyl]ethyl}-3-azetidinecarboxylate). As a reaction SMILES: [Cl:1][C:2]1[CH:3]=[C:4]([C:12]2[S:13][C:14]([C:17]3[C:18]([CH2:33][CH3:34])=[C:19]([CH2:23][CH2:24][N:25]4[CH2:28][CH:27]([C:29]([O:31]C)=[O:30])[CH2:26]4)[CH:20]=[CH:21][CH:22]=3)=[CH:15][N:16]=2)[CH:5]=[CH:6][C:7]=1[O:8][CH:9]([CH3:11])[CH3:10].[OH-].[Na+]>C(O)(C)C.O>[Cl:1][C:2]1[CH:3]=[C:4]([C:12]2[S:13][C:14]([C:17]3[C:18]([CH2:33][CH3:34])=[C:19]([CH2:23][CH2:24][N:25]4[CH2:26][CH:27]([C:29]([OH:31])=[O:30])[CH2:28]4)[CH:20]=[CH:21][CH:22]=3)=[CH:15][N:16]=2)[CH:5]=[CH:6][C:7]=1[O:8][CH:9]([CH3:11])[CH3:10] |f:1.2|. Reaction conditions: time 8 hour. Run in O (water), C(C)(C)O (isopropanol), O (water). Reported procedure: To a solution of methyl 1-{2-[3-(2-{3-chloro-4-[(1-methylethyl)oxy]phenyl}-1,3-thiazol-5-yl)-2-ethylphenyl]ethyl}-3-azetidinecarboxylate (D90) (120 mg) in isopropanol (40 mL) and water (10 mL) stirred under nitrogen at room temperature was added a solution of NaOH (9.62 mg) in water in one charge. The reaction mixture was stirred at room temperature overnight. Isopropanol was removed in vacuo. The residue was dissolved in water and acidified with 1N HCl to pH=5. The solvent was removed in vacuo,... Isolated yield 10.3%.